This data is from the Open Reaction Database (ORD), a public repository of structured organic reaction records. The task is: describe an organic reaction: reactants, conditions, products, and yield The reactants are C1CCOC1, CO, [Li+], COC(=O)c1cc(Oc2cnc(C(=O)N3CCC3)cn2)cc(OC2CCN(C)C2=O)c1, [OH-], O. Yields the product CN1CCC(Oc2cc(Oc3cnc(C(=O)N4CCC4)cn3)cc(C(=O)O)c2)C1=O. RXN SMILES: [CH2:35]1[O:36][CH2:37][CH2:38][CH2:39]1.[CH3:40][OH:41].[Li+:32].[N:1]1([C:5](=[O:6])[c:7]2[n:8][cH:9][c:10]([O:13][c:14]3[cH:15][c:16]([C:17](=[O:18])[O:19][CH3:20])[cH:21][c:22]([O:24][CH:25]4[C:26](=[O:31])[N:27]([CH3:30])[CH2:28][CH2:29]4)[cH:23]3)[n:11][cH:12]2)[CH2:2][CH2:3][CH2:4]1.[OH-:33].[OH2:34]>>[N:1]1([C:5](=[O:6])[c:7]2[n:8][cH:9][c:10]([O:13][c:14]3[cH:15][c:16]([C:17](=[O:18])[OH:19])[cH:21][c:22]([O:24][CH:25]4[C:26](=[O:31])[N:27]([CH3:30])[CH2:28][CH2:29]4)[cH:23]3)[n:11][cH:12]2)[CH2:2][CH2:3][CH2:4]1.